From a dataset of the Open Reaction Database (ORD), a public repository of structured organic reaction records. describe an organic reaction: reactants, conditions, products, and yield The reactants are NN=C(c1ccccc1)c1ccccc1, CC(C)(C)[O-], CCCCCCCCCCCC, NC1CCCCC1N, [Cu]I, Cc1cc(C)cc(I)c1, [Na+], C1COCCO1. Product: Cc1cc(C)cc(NN=C(c2ccccc2)c2ccccc2)c1. As a reaction SMILES: [C:1]([c:2]1[cH:3][cH:4][cH:5][cH:6][cH:7]1)([c:8]1[cH:9][cH:10][cH:11][cH:12][cH:13]1)=[N:14][NH2:15].[CH3:16][C:17]([CH3:18])([O-:19])[CH3:20].[CH3:30][CH2:31][CH2:32][CH2:33][CH2:34][CH2:35][CH2:36][CH2:37][CH2:38][CH2:39][CH2:40][CH3:41].[CH:22]1([NH2:23])[CH2:24][CH2:25][CH2:26][CH2:27][CH:28]1[NH2:29].[Cu:51][I:52].[I:42][c:43]1[cH:44][c:45]([CH3:50])[cH:46][c:47]([CH3:49])[cH:48]1.[Na+:21].[O:53]1[CH2:54][CH2:55][O:56][CH2:57][CH2:58]1>>[C:1]([c:2]1[cH:3][cH:4][cH:5][cH:6][cH:7]1)([c:8]1[cH:9][cH:10][cH:11][cH:12][cH:13]1)=[N:14][NH:15][c:43]1[cH:44][c:45]([CH3:50])[cH:46][c:47]([CH3:49])[cH:48]1. The reactants are C1=CC=CC=2C3=CC=CC=C3C(C12)COC(N[C@@H](CC(C)C)C(=O)N1C=C(C=2C1=NC=C(C2)Br)[C@H](C)C2=C(C(=CC=C2Cl)F)Cl)=O (((S)-1-{5-bromo-3-[(S)-1-(2,6-dichloro-3-fluorophenyl)ethyl]pyrrolo[2,3-b]pyridine-1-carbonyl}-3-methylbutyl)-carbamic acid 9H-fluoren-9-ylmethyl ester), O1C(CCCC1)OCCN1N=CC(=C1)B1OC(C(O1)(C)C)(C)C (1-[2-(tetrahydropyran-2-yloxy)ethyl]-4-(4,4,5,5-tetramethyl-[1,3,2]dioxaborolan-2-yl)-1H-pyrazole), C([O-])([O-])=O.[K+].[K+] (potassium carbonate), Cl (HCl). Reagents/catalysts: C=1C=CC(=CC1)[P](C=2C=CC=CC2)(C=3C=CC=CC3)[Pd]([P](C=4C=CC=CC4)(C=5C=CC=CC5)C=6C=CC=CC6)([P](C=7C=CC=CC7)(C=8C=CC=CC8)C=9C=CC=CC9)[P](C=1C=CC=CC1)(C=1C=CC=CC1)C=1C=CC=CC1 (Pd(PPh3)4). Solvent: O1CCOCC1 (dioxane), O (water), O1CCOCC1 (dioxane). Run at temperature 85 celsius, time 1 hour. The product is ClC1=C(C(=CC=C1F)Cl)[C@@H](C)C1=CNC2=NC=C(C=C21)C=2C=NN(C2)CCO (2-(4-{3-[(S)-1-(2,6-Dichloro-3-fluorophenyl)ethyl]-1H-pyrrolo[2,3-b]-pyridin-5-yl}pyrazol-1-yl)ethanol). As a reaction SMILES: C1C2C(COC(=O)N[C@H](C([N:25]3[C:29]4=[N:30][CH:31]=[C:32](Br)[CH:33]=[C:28]4[C:27]([C@@H:35]([C:37]4[C:42]([Cl:43])=[CH:41][CH:40]=[C:39]([F:44])[C:38]=4[Cl:45])[CH3:36])=[CH:26]3)=O)CC(C)C)C3C(=CC=CC=3)C=2C=CC=1.O1CCCCC1[O:53][CH2:54][CH2:55][N:56]1[CH:60]=[C:59](B2OC(C)(C)C(C)(C)O2)[CH:58]=[N:57]1.C(=O)([O-])[O-].[K+].[K+].Cl>O1CCOCC1.C1C=CC([P]([Pd]([P](C2C=CC=CC=2)(C2C=CC=CC=2)C2C=CC=CC=2)([P](C2C=CC=CC=2)(C2C=CC=CC=2)C2C=CC=CC=2)[P](C2C=CC=CC=2)(C2C=CC=CC=2)C2C=CC=CC=2)(C2C=CC=CC=2)C2C=CC=CC=2)=CC=1.O>[Cl:45][C:38]1[C:39]([F:44])=[CH:40][CH:41]=[C:42]([Cl:43])[C:37]=1[C@H:35]([C:27]1[C:28]2[C:29](=[N:30][CH:31]=[C:32]([C:59]3[CH:58]=[N:57][N:56]([CH2:55][CH2:54][OH:53])[CH:60]=3)[CH:33]=2)[NH:25][CH:26]=1)[CH3:36] |f:2.3.4,^1:86,88,107,126|. Procedure: A mixture of ((S)-1-{5-bromo-3-[(S)-1-(2,6-dichloro-3-fluorophenyl)ethyl]pyrrolo[2,3-b]pyridine-1-carbonyl}-3-methylbutyl)-carbamic acid 9H-fluoren-9-ylmethyl ester (190.0 mg, 0.262 mmol), 1-[2-(tetrahydropyran-2-yloxy)ethyl]-4-(4,4,5,5-tetramethyl-[1,3,2]dioxaborolan-2-yl)-1H-pyrazole (95.0 mg, 0.294 mol), Pd(PPh3)4 (20 mg, 0.010 mmol), potassium carbonate (181 mg, 1.31 mmol) in a mixed solvent of dioxane and water (v:v=4:1, dioxane:H2O, 10 mL) was heated to 85° C. for 1 h. The organic solvent ... Starting materials: C(C)(C)(C)OC(NC1=C(C=C(C=C1)C1=C(C=CC=C1)F)NC(CC(=O)C1=CC(=CC=C1)N1C(=NC(=C1)C)C)=O)=O ((3-{3-[3-(2,4-dimethyl-imidazol-1-yl)-phenyl]-3-oxo-propionylamino}-2′-fluoro-biphenyl-4-yl)-carbamic acid tert.-butyl ester), C(=O)(C(F)(F)F)O (TFA). The solvent is C(Cl)Cl (CH2Cl2). The product is CC=1N(C=C(N1)C)C=1C=C(C=CC1)C1=NC2=C(NC(C1)=O)C=C(C=C2)C2=C(C=CC=C2)F (4-[3-(2,4-Dimethyl-imidazol-1-yl)-phenyl]-8-(2-fluoro-phenyl)-1,3-dihydro-benzo[b][1,4]diazepin-2-one). Reaction SMILES: C(OC(=O)[NH:7][C:8]1[CH:13]=[CH:12][C:11]([C:14]2[CH:19]=[CH:18][CH:17]=CC=2F)=[CH:10][C:9]=1[NH:21][C:22](=[O:39])[CH2:23][C:24]([C:26]1[CH:31]=[CH:30][CH:29]=[C:28]([N:32]2[CH:36]=[C:35]([CH3:37])[N:34]=[C:33]2[CH3:38])[CH:27]=1)=O)(C)(C)C.[C:41](O)([C:43]([F:46])(F)F)=O>C(Cl)Cl>[CH3:38][C:33]1[N:32]([C:28]2[CH:27]=[C:26]([C:24]3[CH2:23][C:22](=[O:39])[NH:21][C:9]4[CH:10]=[C:11]([C:14]5[CH:19]=[CH:18][CH:17]=[CH:41][C:43]=5[F:46])[CH:12]=[CH:13][C:8]=4[N:7]=3)[CH:31]=[CH:30][CH:29]=2)[CH:36]=[C:35]([CH3:37])[N:34]=1. Procedure details: Prepared from (3-{3-[3-(2,4-dimethyl-imidazol-1-yl)-phenyl]-3-oxo-propionylamino}-2′-fluoro-biphenyl-4-yl)-carbamic acid tert.-butyl ester (Example K70) by treatment with TFA in CH2Cl2 according to the general procedure M. Obtained as a yellow solid (92 mg). The reactants are CCO, [Na+], [OH-], CCCc1nc(C(O)C(C)(C)C)c(C#N)n1Cc1ccc(-c2ccccc2-c2nnn[nH]2)cc1. The product is CCCc1nc(C(O)C(C)(C)C)c(C(N)=O)n1Cc1ccc(-c2ccccc2-c2nnn[nH]2)cc1. Reaction SMILES: [CH3:37][CH2:38][OH:39].[Na+:36].[OH-:35].[OH:1][CH:2]([C:3]([CH3:4])([CH3:5])[CH3:6])[c:7]1[n:8][c:9]([CH2:32][CH2:33][CH3:34])[n:10]([CH2:14][c:15]2[cH:16][cH:17][c:18](-[c:21]3[c:22](-[c:27]4[n:28][n:29][n:30][nH:31]4)[cH:23][cH:24][cH:25][cH:26]3)[cH:19][cH:20]2)[c:11]1[C:12]#[N:13]>>[OH:1][CH:2]([C:3]([CH3:4])([CH3:5])[CH3:6])[c:7]1[n:8][c:9]([CH2:32][CH2:33][CH3:34])[n:10]([CH2:14][c:15]2[cH:16][cH:17][c:18](-[c:21]3[c:22](-[c:27]4[n:28][n:29][n:30][nH:31]4)[cH:23][cH:24][cH:25][cH:26]3)[cH:19][cH:20]2)[c:11]1[C:12]([NH2:13])=[O:35]. The reactants are C(C)(C)(C)OC([C@@H](N)CCCC)=O (norleucine tert-butyl ester), C(=O)(C(F)(F)F)O (TFA). Solvent: ClCCl (dichloromethane), C1=CC=CC=C1 (benzene). Yields the product N[C@@H](CCCC)C(=O)O (norleucine). RXN SMILES: C([O:5][C:6](=[O:13])[C@H:7]([CH2:9][CH2:10][CH2:11][CH3:12])[NH2:8])(C)(C)C.C(O)(C(F)(F)F)=O>ClCCl.C1C=CC=CC=1>[NH2:8][C@H:7]([C:6]([OH:13])=[O:5])[CH2:9][CH2:10][CH2:11][CH3:12]. Reported procedure: 32 mg of L-N-[(2R or S)-3-(1-methyltetrazol-5-yl)sulfonyl-2-(1-naphthylmethyl)propionyl]norleucine tert-butyl ester was dissolved in 0.7 ml of dichloromethane. Then, 0.5 ml of TFA was added thereto, and the mixture was reacted at room temperature for one hour. Then, the reaction solution was concentrated under reduced pressure. The syrup thereby obtained was sequentially dissolved in benzene and benzene/n-hexane and then subjected to azeotropic concentration under reduced pressure to obtain a sl... The reactants are C1(=CC=CC=C1)N1C(=O)NC(=O)C(C1=O)CC=CC (1-phenyl-3-methylallyl-barbituric acid), C(CC)(=O)Cl (propionyl chloride), ice water. The solvent is N1=CC=CC=C1 (pyridine). Reaction conditions: temperature 0 celsius, time 30 minute. The product is C1(=CC=CC=C1)N1C(=O)NC(=O)C(C1=O)(C(CC)=O)CC=CC (1-phenyl-3-methylallyl-5-propionyl-barbituric acid). RXN SMILES: [C:1]1([N:7]2[C:14](=[O:15])[CH:13]([CH2:16][CH:17]=[CH:18][CH3:19])[C:11](=[O:12])[NH:10][C:8]2=[O:9])[CH:6]=[CH:5][CH:4]=[CH:3][CH:2]=1.[C:20](Cl)(=[O:23])[CH2:21][CH3:22]>N1C=CC=CC=1>[C:1]1([N:7]2[C:14](=[O:15])[C:13]([CH2:16][CH:17]=[CH:18][CH3:19])([C:20](=[O:23])[CH2:21][CH3:22])[C:11](=[O:12])[NH:10][C:8]2=[O:9])[CH:2]=[CH:3][CH:4]=[CH:5][CH:6]=1. Procedure: A quantity of 1.29 g of 1-phenyl-3-methylallyl-barbituric acid prepared as described in Example Ia) is dissolved in 10 ml of pyridine. 0.52 ml of propionyl chloride is added dropwise to this solution which is cooled at 0° C. The reaction mixture is stirred at approximately 0° C. for 30 minutes and then at room temperature for 3 hours, and is then poured on 50 ml of ice water. After stirring with active carbon and filtering, the filtrate is acidified with conc. hydrochloric acid and extracted wit...